Task: describe an organic reaction: reactants, conditions, products, and yield. Dataset: the Open Reaction Database (ORD), a public repository of structured organic reaction records Starting materials: CCOC(=O)CCN(CCC=O)CC1=Cc2ccc(OC)cc21, C[O-], CN(C)C=O, [Na+]. Product: CCOC(=O)C1CN(CC2=Cc3ccc(OC)cc32)CCC1O. RXN SMILES: [CH2:1]([CH3:2])[O:3][C:4]([CH2:5][CH2:6][N:7]([CH2:8][CH2:9][CH:10]=[O:11])[CH2:12][C:13]1=[CH:14][c:15]2[c:16]1[cH:17][c:18]([O:21][CH3:22])[cH:19][cH:20]2)=[O:23].[CH3:24][O-:25].[CH3:27][N:28]([CH3:29])[CH:30]=[O:31].[Na+:26]>>[CH2:1]([CH3:2])[O:3][C:4]([CH:5]1[CH2:6][N:7]([CH2:12][C:13]2=[CH:14][c:15]3[c:16]2[cH:17][c:18]([O:21][CH3:22])[cH:19][cH:20]3)[CH2:8][CH2:9][CH:10]1[OH:11])=[O:23]. Starting materials: CCOC(=O)COc1ccc(C2=NNC(=O)NC2C)cc1Cl, NCCN1CCOCC1, O. Yields the product CC1NC(=O)NN=C1c1ccc(OCC(=O)NCCN2CCOCC2)c(Cl)c1. RXN SMILES: [Cl:1][c:2]1[c:3]([O:4][CH2:5][C:6]([O:8][CH2:7][CH3:9])=[O:10])[cH:11][cH:12][c:13]([C:15]2=[N:20][NH:19][C:18](=[O:21])[NH:17][CH:16]2[CH3:22])[cH:14]1.[NH2:23][CH2:24][CH2:25][N:26]1[CH2:27][CH2:28][O:29][CH2:30][CH2:31]1.[OH2:32]>>[Cl:1][c:2]1[c:3]([O:4][CH2:5][C:6](=[O:8])[NH:23][CH2:24][CH2:25][N:26]2[CH2:27][CH2:28][O:29][CH2:30][CH2:31]2)[cH:11][cH:12][c:13]([C:15]2=[N:20][NH:19][C:18](=[O:21])[NH:17][CH:16]2[CH3:22])[cH:14]1. Procedure: A mixture of 1-[1-(2-chlorophenyl)cyclopropyl]-6-fluoro-7-methoxy-2-methyl-1,2,3,4-tetrahydroisoquinoline (18.0 g) in acetic acid (150 ml) and 48% aqueous hydrobromic acid (150 ml) was heated under reflux under argon for 220 minutes. The solvent was removed in vacuo, and the residue dried by azeotropic distillation with propan-2-ol and crystallised from propan-2-ol to yield 1-[1-(2-chlorophenyl)cyclopropyl]-6-fluoro-7-hydroxy-2-methyl-1,2,3,4-tetrahydroisoquinoline hydrobromide (18.56 g), m.p. 2... The reactants are ClC1=C(C=CC=C1)C1(CC1)C1N(CCC2=CC(=C(C=C12)OC)F)C (1-[1-(2-chlorophenyl)cyclopropyl]-6-fluoro-7-methoxy-2-methyl-1,2,3,4-tetrahydroisoquinoline), Br (hydrobromic acid). Reaction SMILES: [Cl:1][C:2]1[CH:7]=[CH:6][CH:5]=[CH:4][C:3]=1[C:8]1([CH:11]2[C:20]3[C:15](=[CH:16][C:17]([F:23])=[C:18]([O:21]C)[CH:19]=3)[CH2:14][CH2:13][N:12]2[CH3:24])[CH2:10][CH2:9]1.[BrH:25]>C(O)(=O)C>[BrH:25].[Cl:1][C:2]1[CH:7]=[CH:6][CH:5]=[CH:4][C:3]=1[C:8]1([CH:11]2[C:20]3[C:15](=[CH:16][C:17]([F:23])=[C:18]([OH:21])[CH:19]=3)[CH2:14][CH2:13][N:12]2[CH3:24])[CH2:10][CH2:9]1 |f:3.4|. Product: Br.ClC1=C(C=CC=C1)C1(CC1)C1N(CCC2=CC(=C(C=C12)O)F)C (1-[1-(2-chlorophenyl)cyclopropyl]-6-fluoro-7-hydroxy-2-methyl-1,2,3,4-tetrahydroisoquinoline hydrobromide). The solvent is C(C)(=O)O (acetic acid). Reactants: N (ammonia), FC1=C(C(=O)O)C=CC(=C1)C(F)(F)F (2-fluoro-4-(trifluoromethyl)benzoic acid), C(C(=O)Cl)(=O)Cl (oxalyl chloride). Solvent: C1CCOC1 (THF). Yields the product FC1=C(C(=O)N)C=CC(=C1)C(F)(F)F (2-fluoro-4-(trifluoromethyl)benzamide), product. As a reaction SMILES: [F:1][C:2]1[CH:10]=[C:9]([C:11]([F:14])([F:13])[F:12])[CH:8]=[CH:7][C:3]=1[C:4](O)=[O:5].C(Cl)(=O)C(Cl)=O.[NH3:21]>C1COCC1>[F:1][C:2]1[CH:10]=[C:9]([C:11]([F:14])([F:13])[F:12])[CH:8]=[CH:7][C:3]=1[C:4]([NH2:21])=[O:5]. Reported procedure: The title compound was prepared according to the procedure described in step-2 of Intermediate-26 by using 2-fluoro-4-(trifluoromethyl)benzoic acid (1.5 g), THF (25 mL), oxalyl chloride (0.5 mL) and ammonia gas to afford 1.35 g of the product. 1H NMR (300 MHz, DMSO d6): δ 7.65 (d, J=8.4 Hz, 1H), 7.77-7.84 (m, 3H), 7.96 (br s, 1H); MS (m/z): 208.06 (M+). The reactants are O=C([O-])[O-], COCC(C)Oc1cc(O)cc(-c2ccc(C3=NCC(C)O3)[nH]2)c1, CN(C)C=O, [Cs+], [Cs+], O=S(=O)(c1ccc(Cl)cn1)N1CCC1, O. The product is COCC(C)Oc1cc(Oc2ccc(S(=O)(=O)N3CCC3)nc2)cc(-c2ccc(C3=NCC(C)O3)[nH]2)c1. RXN SMILES: [C:39](=[O:40])([O-:41])[O-:42].[CH3:15][O:16][CH2:17][CH:18]([O:19][c:20]1[cH:21][c:22]([OH:37])[cH:23][c:24](-[c:26]2[nH:27][c:28]([C:31]3=[N:35][CH2:34][CH:33]([CH3:36])[O:32]3)[cH:29][cH:30]2)[cH:25]1)[CH3:38].[CH3:46][N:47]([CH3:48])[CH:49]=[O:50].[Cs+:43].[Cs+:44].[N:1]1([S:5](=[O:6])(=[O:7])[c:8]2[n:9][cH:10][c:11]([Cl:14])[cH:12][cH:13]2)[CH2:2][CH2:3][CH2:4]1.[OH2:45]>>[N:1]1([S:5](=[O:6])(=[O:7])[c:8]2[n:9][cH:10][c:11]([O:37][c:22]3[cH:21][c:20]([O:19][CH:18]([CH2:17][O:16][CH3:15])[CH3:38])[cH:25][c:24](-[c:26]4[nH:27][c:28]([C:31]5=[N:35][CH2:34][CH:33]([CH3:36])[O:32]5)[cH:29][cH:30]4)[cH:23]3)[cH:12][cH:13]2)[CH2:2][CH2:3][CH2:4]1. Reactants: CS(=O)(=O)OC[C@@H]1N(CCN(C1)S(=O)(=O)C=1SC=CC1)C1=CC=C(C=C1)C(C(F)(F)F)(C)O (((2R)-4-(2-thiophenylsulfonyl)-1-(4-(2,2,2-trifluoro-1-hydroxy-1-methylethyl)phenyl)-2-piperazinyl)methyl methanesulfonate), CS(=O)(=O)OC[C@@H]1N(CCN(C1)S(=O)(=O)C=1SC=CC1)C1=CC=C(C=C1)C(C(F)(F)F)(C)O (((2R)-4-(2-thiophenylsulfonyl)-1-(4-(2,2,2-trifluoro-1-hydroxy-1-methylethyl)phenyl)-2-piperazinyl)methyl methanesulfonate), CN (methanamine), solution. The solvent is C1CCOC1 (THF). Product: FC(C(C)(O)C1=CC=C(C=C1)N1[C@H](CN(CC1)S(=O)(=O)C=1SC=CC1)CNC)(F)F (1,1,1-trifluoro-2-(4-((2S)-2-((methylamino)methyl)-4-(2-thiophenylsulfonyl)-1-piperazinyl)phenyl)-2-propanol). As a reaction SMILES: CS(O[CH2:6][C@H:7]1[CH2:12][N:11]([S:13]([C:16]2[S:17][CH:18]=[CH:19][CH:20]=2)(=[O:15])=[O:14])[CH2:10][CH2:9][N:8]1[C:21]1[CH:26]=[CH:25][C:24]([C:27]([OH:33])([CH3:32])[C:28]([F:31])([F:30])[F:29])=[CH:23][CH:22]=1)(=O)=O.[CH3:34][NH2:35]>C1COCC1>[F:29][C:28]([F:30])([F:31])[C:27]([C:24]1[CH:25]=[CH:26][C:21]([N:8]2[CH2:9][CH2:10][N:11]([S:13]([C:16]3[S:17][CH:18]=[CH:19][CH:20]=3)(=[O:14])=[O:15])[CH2:12][C@@H:7]2[CH2:6][NH:35][CH3:34])=[CH:22][CH:23]=1)([OH:33])[CH3:32]. Reported procedure: This compound was synthesized following the procedure outlined for Example 84 The reaction of ((2R)-4-(2-thiophenylsulfonyl)-1-(4-(2,2,2-trifluoro-1-hydroxy-1-methylethyl)phenyl)-2-piperazinyl)methyl methanesulfonate (Intermediate B) and methanamine (10 equivalents of a 1.0M solution in THF, Sigma-Aldrich, St. Louis, Mo.) followed by purification via column chromatography on silica gel (0 to 10% MeOH in CH2Cl2) delivered 1,1,1-trifluoro-2-(4-((2S)-2-((methylamino)methyl)-4-(2-thiophenylsulfonyl)... The reactants are S1C(=CC=C1)C(CC(C)=O)=O (1-(2-thienyl)-1,3-butanedione), C(C)(=O)[O-].[NH4+] (ammonium acetate). The solvent is C1(=CC=CC=C1)C (toluene). Product: NC(=CC(=O)C=1SC=CC1)C (3-amino-1-(2-thienyl)-2-buten-1-one), S1C(=CC=C1)C(CC(C)=O)=O (1-(2-thienyl)-1,3-butanedione). The yield is 159.5%. Reaction SMILES: [S:1]1[CH:5]=[CH:4][CH:3]=[C:2]1[C:6](=[O:11])[CH2:7][C:8](=[O:10])[CH3:9].C([O-])(=O)C.[NH4+:16]>C1(C)C=CC=CC=1>[NH2:16][C:8]([CH3:9])=[CH:7][C:6]([C:2]1[S:1][CH:5]=[CH:4][CH:3]=1)=[O:11].[S:1]1[CH:5]=[CH:4][CH:3]=[C:2]1[C:6](=[O:11])[CH2:7][C:8](=[O:10])[CH3:9] |f:1.2|. Reported procedure: The intermediate 3-amino-1-(2-thienyl)-2-buten-1-one was prepared as follows: A mixture containing 153 g of 1-(2-thienyl)-1,3-butanedione, 176.7 g of ammonium acetate and 1 liter of toluene was azeotroped for five hours and then allowed to cool. The solid that separated from the reaction mixture was collected, washed successively with toluene and ether, and dried in a vacuum oven at 90° C. to yield 122 g of 1-(2-thienyl)-1,3-butanedione, m.p. 167°-171° C. A 10 g sample of this material was disso... The reactants are N(=O)[O-].[Na+] (NaNO2), NC1=C(C=C(C=C1)N1C(C2=C(C=C1)OC(=C2)Br)=O)C (5-(4-amino-3-methylphenyl)-2-bromofuro[3,2-c]pyridin-4(5H)-one). Solvent: CC(=O)O.O (AcOH H2O). Reaction conditions: temperature 25 celsius, time 14 hour. The product is BrC1=CC=2C(N(C=CC2O1)C=1C=C2C=NNC2=CC1)=O (2-Bromo-5-(1H-indazol-5-yl)furo[3,2-c]pyridin-4(5H)-one). Yield: 44.8%. As a reaction SMILES: [N:1]([O-])=O.[Na+].[NH2:5][C:6]1[CH:11]=[CH:10][C:9]([N:12]2[CH:17]=[CH:16][C:15]3[O:18][C:19]([Br:21])=[CH:20][C:14]=3[C:13]2=[O:22])=[CH:8][C:7]=1[CH3:23]>CC(O)=O.O>[Br:21][C:19]1[O:18][C:15]2[CH:16]=[CH:17][N:12]([C:9]3[CH:8]=[C:7]4[C:6](=[CH:11][CH:10]=3)[NH:5][N:1]=[CH:23]4)[C:13](=[O:22])[C:14]=2[CH:20]=1 |f:0.1,3.4|. Procedure details: NaNO2 (174 mg, 2.52 mmol) was added to a solution of crude 5-(4-amino-3-methylphenyl)-2-bromofuro[3,2-c]pyridin-4(5H)-one (800 mg, 2.52 mmol) in 5:1 AcOH/H2O (24 mL) and the resulting solution was stirred at 25° C. for 14 h. The solution was concentrated under reduced pressure. Flash chromatography on silica gel (49:1 CH2Cl2/MeOH) afforded the title compound (373 mg, 44%) as a yellow solid: 1H NMR (300 MHz, CDCl3) δ 13.30-13.25 (br s, 1H, NH), 8.16 (s, 1H), 7.81 (d, J=1.8 Hz, 1H), 7.69 (d, J=7.5...